Dataset: the Open Reaction Database (ORD), a public repository of structured organic reaction records. Task: describe an organic reaction: reactants, conditions, products, and yield Reactants: ClC(C=1NC2=C(N1)C=CC=C2)(Cl)Cl (2-(trichloromethyl)benzimidazole), ice, N (ammonia), C(C)(=O)OCC (ethyl acetate), ClC(C=1NC2=C(N1)C=CC=C2)(Cl)Cl (2-(trichloromethyl)benzimidazole), ( XI ), Cl (hydrochloric acid). Solvent: C(C)O (ethanol). Reaction conditions: time 1 hour. Yields the product C(#N)C=1NC2=C(N1)C=CC=C2 (2-cyanobenzimidazole). As a reaction SMILES: Cl[C:2](Cl)(Cl)[C:3]1[NH:4][C:5]2[CH:11]=[CH:10][CH:9]=[CH:8][C:6]=2[N:7]=1.[NH3:14].Cl.C(OCC)(=O)C>C(O)C>[C:2]([C:3]1[NH:4][C:5]2[CH:11]=[CH:10][CH:9]=[CH:8][C:6]=2[N:7]=1)#[N:14]. Procedure details: 3.2 Grams of a 2-(trichloromethyl)benzimidazole compound [compound (101)] of the formula (XI) in which X is H and Z is OCF2CFHO was dissolved in 30 ml of ethanol. The resulting solution was added by drops to 4 ml of a 25% aqueous ammonia at 5° C. After stirring for 1 hour at 5° to 15° C., the reaction solution was poured into an ice/conc. hydrochloric acid mixture and extrac.ted with ethyl acetate. The organic layer was washed with water and dried over anhydrous sodium sulfate. Removing the solv... Reactants: C(C)(=O)[C@@]1([C@@H](O[C@@H]([C@]1(O)C(C)=O)COC(C)=O)N1C2=NC(=NC(=C2N=C1)Cl)Cl)O (9-(2',3',5'-O-triacetyl-b-D-ribofuranosyl) -2,6-dichloropurine), [OH-].[NH4+] (ammonium hydroxide). Solvent: O1CCCC1 (tetrahydrofuran). Run at time 4 day. The product is ClC=1N=C(C=2N=CN([C@H]3[C@H](O)[C@H](O)[C@@H](CO)O3)C2N1)N (2-chloroadenosine). Reaction SMILES: C([C@@:4]1([OH:29])[C@:8](C(=O)C)([OH:9])[C@@H:7]([CH2:13][O:14]C(=O)C)[O:6][C@H:5]1[N:18]1[CH:26]=[N:25][C:24]2[C:19]1=[N:20][C:21]([Cl:28])=[N:22][C:23]=2Cl)(=O)C.[OH-].[NH4+:31]>O1CCCC1>[Cl:28][C:21]1[N:22]=[C:23]([NH2:31])[C:24]2[N:25]=[CH:26][N:18]([C:19]=2[N:20]=1)[C@@H:5]1[O:6][C@H:7]([CH2:13][OH:14])[C@@H:8]([OH:9])[C@H:4]1[OH:29] |f:1.2|. Reported procedure: A mixture of the compound of Example 3 (271 g, 606 M), concentrated ammonium hydroxide (4 L) and tetrahydrofuran (0.5 L) is stirred at room temperature under nitrogen for 4 days. The solvent volume is reduced in vacuo and the resulting residue is triturated with absolute ethanol. The title compound is precipitated out of the ethanolic solvent to yield a light brown solid, (159 g, 87%). Reactants: ClC1=C(C=CC(=C1)OC)C1=C(C(=NC=C1)NC(CC)COC)[N+](=O)[O-] ([4-(2-Chloro-4-methoxy-phenyl)-3-nitro-pyridin-2-yl]-(1-methoxymethyl-propyl)-amine), [O-]S(=O)S(=O)[O-].[Na+].[Na+] (Na2S2O4). Product: ClC1=C(C=CC(=C1)OC)C1=C(C(=NC=C1)NC(CC)COC)N (4-(2-chloro-4-methoxy-phenyl)-N2-(1-methoxymethyl-propyl)-pyridine-2,3-diamine). Isolated yield 88.2%. RXN SMILES: [Cl:1][C:2]1[CH:7]=[C:6]([O:8][CH3:9])[CH:5]=[CH:4][C:3]=1[C:10]1[CH:15]=[CH:14][N:13]=[C:12]([NH:16][CH:17]([CH2:20][O:21][CH3:22])[CH2:18][CH3:19])[C:11]=1[N+:23]([O-])=O.[O-]S(S([O-])=O)=O.[Na+].[Na+]>>[Cl:1][C:2]1[CH:7]=[C:6]([O:8][CH3:9])[CH:5]=[CH:4][C:3]=1[C:10]1[CH:15]=[CH:14][N:13]=[C:12]([NH:16][CH:17]([CH2:20][O:21][CH3:22])[CH2:18][CH3:19])[C:11]=1[NH2:23] |f:1.2.3|. Procedure: [4-(2-Chloro-4-methoxy-phenyl)-3-nitro-pyridin-2-yl]-(1-methoxymethyl-propyl)-amine (0.10 g, 0.27 mmol) and Na2S2O4 (0.38 g, 2.21 mmol) were treated substantially as described in Part E of Example 9 to give 0.08 g (87%) 4-(2-chloro-4-methoxy-phenyl)-N2-(1-methoxymethyl-propyl)-pyridine-2,3-diamine: MS (AP) m/z 335.8 [(M+H)+, 100]. Reactants: CCO, COc1ccc(F)c2[nH]nc(N3C(=O)c4ccccc4C3=O)c12, NN, O. The product is COc1ccc(F)c2[nH]nc(N)c12. Reaction SMILES: [CH3:27][CH2:28][OH:29].[F:1][c:2]1[cH:3][cH:4][c:5]([O:22][CH3:23])[c:6]2[c:7]([N:11]3[C:12](=[O:13])[c:14]4[c:15]([cH:16][cH:17][cH:18][cH:19]4)[C:20]3=[O:21])[n:8][nH:9][c:10]12.[NH2:25][NH2:26].[OH2:24]>>[F:1][c:2]1[cH:3][cH:4][c:5]([O:22][CH3:23])[c:6]2[c:7]([NH2:11])[n:8][nH:9][c:10]12. The reactants are CO, O=CN1CCNCC1, c1cc(OCC2CO2)c2cc[nH]c2c1. Yields the product O=CN1CCN(CC(O)COc2cccc3[nH]ccc23)CC1. Reaction SMILES: [CH3:23][OH:24].[CH:15](=[O:16])[N:17]1[CH2:18][CH2:19][NH:20][CH2:21][CH2:22]1.[O:1]1[CH:2]([CH2:4][O:5][c:6]2[c:7]3[cH:8][cH:9][nH:10][c:11]3[cH:12][cH:13][cH:14]2)[CH2:3]1>>[OH:1][CH:2]([CH2:3][N:20]1[CH2:19][CH2:18][N:17]([CH:15]=[O:16])[CH2:22][CH2:21]1)[CH2:4][O:5][c:6]1[c:7]2[cH:8][cH:9][nH:10][c:11]2[cH:12][cH:13][cH:14]1.